Dataset: the Open Reaction Database (ORD), a public repository of structured organic reaction records. Task: describe an organic reaction: reactants, conditions, products, and yield The reactants are ice water, C(C1=CC=CC=C1)[C@@H]1N(C=CN(C1=O)CC#N)C(=O)OC(C)(C)C ((S)-2-benzyl-1-t-butoxycarbonyl-4-cyanomethyl-1,2,3,4-tetrahydropyrazin-3-one), [N-]=[N+]=[N-].[Na+] (sodium azide), [Cl-].[NH4+] (ammonium chloride). Solvent: CN(C=O)C (N,N-dimethylformamide). Conditions: temperature 100 celsius, time 6 hour. Product: Cl.C(C1=CC=CC=C1)[C@H]1C(N(CCN1)CC1=NN=NN1)=O ((S)-3-Benzyl-1-(tetrazol-5-ylmethyl)-2-piperazinone hydrochloride). The yield is 74.2%. RXN SMILES: [CH2:1]([C@H:8]1[C:13](=[O:14])[N:12]([CH2:15][C:16]#[N:17])[CH:11]=[CH:10][N:9]1C(OC(C)(C)C)=O)[C:2]1[CH:7]=[CH:6][CH:5]=[CH:4][CH:3]=1.[N-:25]=[N+:26]=[N-:27].[Na+].[Cl-:29].[NH4+]>CN(C)C=O>[ClH:29].[CH2:1]([C@@H:8]1[NH:9][CH2:10][CH2:11][N:12]([CH2:15][C:16]2[NH:17][N:27]=[N:26][N:25]=2)[C:13]1=[O:14])[C:2]1[CH:3]=[CH:4][CH:5]=[CH:6][CH:7]=1 |f:1.2,3.4,6.7|. Procedure: A mixture of 1.0 g of (S)-2-benzyl-1-t-butoxycarbonyl-4-cyanomethyl-1,2,3,4-tetrahydropyrazin-3-one, 0.31 g of sodium azide, 0.25 g of ammonium chloride and 6 ml of N,N-dimethylformamide was stirred for 6 hours at 100° C. The reaction mixture was poured into ice-water, which was subjected to extraction with methylene chloride. The organic layer was washed with water and dried over anhydrous magnesium sulfate, then the solvent was distilled off under reduced pressure. To the solution of 1.0 g of ... Starting materials: Cl (hydrochloric acid), C(C)(=O)C=1C(=NC=CC1)C(=O)OC (methyl 3-acetyl-2-pyridinecarboxylate), O.[OH-].[Li+] (lithium hydroxide monohydrate). Solvent: C(C)O (ethanol), O (water). Conditions: time 1 hour. Yields the product C(C)(=O)C=1C(=NC=CC1)C(=O)O (3-acetyl-2-pyridinecarboxylic acid). RXN SMILES: [C:1]([C:4]1[C:5]([C:10]([O:12]C)=[O:11])=[N:6][CH:7]=[CH:8][CH:9]=1)(=[O:3])[CH3:2].O.[OH-].[Li+].Cl>C(O)C.O>[C:1]([C:4]1[C:5]([C:10]([OH:12])=[O:11])=[N:6][CH:7]=[CH:8][CH:9]=1)(=[O:3])[CH3:2] |f:1.2.3|. Reported procedure: To methyl 3-acetyl-2-pyridinecarboxylate (1.86 g) in 20 ml of ethanol is added lithium hydroxide monohydrate (10 mmol) in 20 ml of hot water. After 1 hour, conc. hydrochloric acid (1 ml) is added, and the mixture is reduced under vacuum. The resulting solid is extracted with hot methylene chloride, and the residue is stirred with 15 ml of THF for 1 hour at 60°, then filtered and dried to give 3-acetyl-2-pyridinecarboxylic acid. Reactants: CC(CCCC(=O)O)(C)C (5,5-dimethylhexanoic acid), ClC1=CC=C(C=C1)C=1C(N(C=C2SC3=C(NC21)C=CC=C3)CO)=O (4-(4-chlorophenyl)-2-(hydroxymethyl)-5H-pyrido[3,4-b][1,4]benzothiazin-3(2H)-one), S(=O)(Cl)Cl (thionyl chloride), CCCCCC (Skellysolve B). Run in N1=CC=CC=C1 (pyridine). Reaction conditions: time 16 hour. Product: ClC1=CC=C(C=C1)C=1C(N(C=C2SC3=C(NC21)C=CC=C3)COC(CCCC(C)(C)C)=O)=O (4 -(4-chlorophenyl)-2-[(5,5-dimethyl-1-oxohexyloxy)methyl]-5H-pyrido[3,4-b][1,4]-benzothiazin-3(2H)-one). The yield is 59.0%. Reaction SMILES: [CH3:1][C:2]([CH3:10])([CH3:9])[CH2:3][CH2:4][CH2:5][C:6]([OH:8])=[O:7].S(Cl)(Cl)=O.CCCCCC.[Cl:21][C:22]1[CH:27]=[CH:26][C:25]([C:28]2[C:29](=[O:44])[N:30]([CH2:42]O)[CH:31]=[C:32]3[C:37]=2[NH:36][C:35]2[CH:38]=[CH:39][CH:40]=[CH:41][C:34]=2[S:33]3)=[CH:24][CH:23]=1>N1C=CC=CC=1>[Cl:21][C:22]1[CH:23]=[CH:24][C:25]([C:28]2[C:29](=[O:44])[N:30]([CH2:42][O:7][C:6](=[O:8])[CH2:5][CH2:4][CH2:3][C:2]([CH3:10])([CH3:9])[CH3:1])[CH:31]=[C:32]3[C:37]=2[NH:36][C:35]2[CH:38]=[CH:39][CH:40]=[CH:41][C:34]=2[S:33]3)=[CH:26][CH:27]=1. Reported procedure: A mixture of 3.0 g. of 5,5-dimethylhexanoic acid (23.0 mmol.) and 2.5 ml. of thionyl chloride (34.3 mmol.) was allowed to stand at room temperature for 16 hours. Upon addition of 20 ml. of Skellysolve B, the resulting solution was refluxed for 1 hour, then the solvent was removed in vacuo. The remaining residue was azeotroped twice with Skellysolve B to yield a pale yellow liquid which was added dropwise to a suspension of 3.0 g. of 4-(4-chlorophenyl)-2-(hydroxymethyl)-5H-pyrido[3,4-b][1,4]benzo...